Task: describe an organic reaction: reactants, conditions, products, and yield. Dataset: the Open Reaction Database (ORD), a public repository of structured organic reaction records The reactants are CCCCCC, O=P([O-])([O-])[O-], CCOC(=O)C1C2CCC(=O)C21. Yields the product O=C(O)C1C2CCC(=O)C21. Reaction SMILES: [CH3:18][CH2:19][CH2:20][CH2:21][CH2:22][CH3:23].[O-:1][P:2](=[O:3])([O-:4])[O-:5].[O:6]=[C:7]1[CH:8]2[CH:9]([C:13](=[O:14])[O:15][CH2:16][CH3:17])[CH:10]2[CH2:11][CH2:12]1>>[O:6]=[C:7]1[CH:8]2[CH:9]([C:13](=[O:14])[OH:15])[CH:10]2[CH2:11][CH2:12]1. The reactants are [H-].[Na+] (Sodium hydride), CC1(OC(CC(O1)=O)=O)C (2,2-dimethyl-1,3-dioxan-4,6-dione), C1=C(C=CC2=CC=CC=C12)C(=O)Cl (2-naphthoyl chloride), CC(C=C)(CCC=C(C)C)O (3,7-dimethyl-1,6-octadien-3-ol). The solvent is O1CCCC1 (tetrahydrofuran), O1CCCC1 (THF), O1CCCC1 (THF), O1CCCC1 (THF), O (water). Conditions: temperature 0 celsius, time 30 minute. Yields the product C1=C(C=CC2=CC=CC=C12)C(CC(=O)OC(C=C)(CCC=C(C)C)C)=O (3,7-dimethyl-1,6-octadien-3-yl 3-(β-naphthyl)-3-oxo-propionate). Reaction SMILES: [H-].[Na+].[CH3:3][C:4]1(C)OC(=O)CC(=O)[O:5]1.[CH:13]1[C:22]2[C:17](=[CH:18][CH:19]=[CH:20][CH:21]=2)[CH:16]=[CH:15][C:14]=1[C:23](Cl)=[O:24].[CH3:26][C:27]([OH:36])([CH2:30][CH2:31][CH:32]=[C:33]([CH3:35])[CH3:34])[CH:28]=[CH2:29]>O1CCCC1.O>[CH:13]1[C:22]2[C:17](=[CH:18][CH:19]=[CH:20][CH:21]=2)[CH:16]=[CH:15][C:14]=1[C:23](=[O:24])[CH2:3][C:4]([O:36][C:27]([CH3:26])([CH2:30][CH2:31][CH:32]=[C:33]([CH3:35])[CH3:34])[CH:28]=[CH2:29])=[O:5] |f:0.1|. Procedure details: Sodium hydride (1.26 g, 0.057 mol, 95%) is charged to a 250 mL three-necked round-bottomed flask fitted with a magnetic stirrer, ice bath, addition funnel, internal thermometer and argon inlet. The contents of the reaction vessel are slurried with 50 mL of tetrahydrofuran (THF) and subsequently cooled to 0° C. 2,2-dimethyl-1,3-dioxan-4,6-dione (Meldrum's acid) (3.78 g, 0.026 mol) is dissolved in 20 mL of THF and the solution is subsequently added over 15 min. The evolution of gas indicates the r... Reactants: CCOC(=O)CC(=O)OCC, ClC(Cl)(Cl)Cl, Cc1ccccc1, CCO, Cc1c(F)c(F)cc(C(=O)Cl)c1F, [Mg], O, O=S(=O)(O)O. The product is CCOC(=O)C(C(=O)OCC)C(=O)c1cc(F)c(F)c(C)c1F. RXN SMILES: [C:2]([CH2:3][C:4](=[O:5])[O:6][CH2:7][CH3:8])(=[O:9])[O:10][CH2:11][CH3:12].[C:42]([Cl:43])([Cl:44])([Cl:45])[Cl:46].[CH3:31][c:32]1[cH:33][cH:34][cH:35][cH:36][cH:37]1.[CH3:39][CH2:40][OH:41].[F:13][c:14]1[c:15]([C:16](=[O:17])[Cl:18])[cH:19][c:20]([F:25])[c:21]([F:24])[c:22]1[CH3:23].[Mg:1].[OH2:38].[S:26](=[O:27])(=[O:28])([OH:29])[OH:30]>>[C:2]([CH:3]([C:4](=[O:5])[O:6][CH2:7][CH3:8])[C:16]([c:15]1[c:14]([F:13])[c:22]([CH3:23])[c:21]([F:24])[c:20]([F:25])[cH:19]1)=[O:17])(=[O:9])[O:10][CH2:11][CH3:12]. The reactants are CO, COc1ccc(C=O)c(OC)c1, Cl, NCC(=O)O, [Na+], [OH-]. Yields the product COc1ccc(CNCC(=O)O)c(OC)c1. As a reaction SMILES: [CH3:21][OH:22].[CH3:6][O:7][c:8]1[c:9]([CH:10]=[O:11])[cH:12][cH:13][c:14]([O:16][CH3:17])[cH:15]1.[ClH:20].[NH2:1][CH2:2][C:3]([OH:4])=[O:5].[Na+:19].[OH-:18]>>[NH:1]([CH2:2][C:3]([OH:4])=[O:5])[CH2:10][c:9]1[c:8]([O:7][CH3:6])[cH:15][c:14]([O:16][CH3:17])[cH:13][cH:12]1. Conditions: time 21 hour. Reactants: Cl.C(C1=CC=CC=C1)OC=1C=C(C[C@@H]([C@@H](CNC2(CCCCC2)C2=CC(=CC=C2)C(C)C)O)NC(C)=O)C=C(C1)F (N-((1S,2R)-1-(3-(benzyloxy)-5-fluorobenzyl)-2-hydroxy-3-{[1-(3-isopropylphenyl)cyclohexyl]amino}propyl)acetamide hydrochloride), Cl (HCl), [H][H] (hydrogen). Reagents/catalysts: [Pd] (palladium on carbon). Procedure: To a solution of compound 10 (0.70 g, 1.2 mmol) in 70 mL of ethanol in a Parr bottle is added 0.33 g of 10% palladium on carbon. The mixture is placed under 20 psi of hydrogen and shaken for 21 h. The mixture is filtered and the catalyst is washed with ethanol. Concentration in vacuo affords a colorless oil, which is treated with ethereal HCl to give a quantitiative yield of hydrochloride 11 as a white solid: 1H NMR (CDCl3+CD3OD drop) δ 7.44 (s, 1H), 7.37 (m, 2H), 7.28 (m, 1H), 6.59 (s, 1H), 6.4... Solvent: C(C)O (ethanol). As a reaction SMILES: [ClH:1].C([O:9][C:10]1[CH:11]=[C:12]([CH:38]=[C:39]([F:41])[CH:40]=1)[CH2:13][C@H:14]([NH:34][C:35](=[O:37])[CH3:36])[C@H:15]([OH:33])[CH2:16][NH:17][C:18]1([C:24]2[CH:29]=[CH:28][CH:27]=[C:26]([CH:30]([CH3:32])[CH3:31])[CH:25]=2)[CH2:23][CH2:22][CH2:21][CH2:20][CH2:19]1)C1C=CC=CC=1.[H][H].Cl>C(O)C.[Pd]>[ClH:1].[OH:9][C:10]1[CH:11]=[C:12]([CH:38]=[C:39]([F:41])[CH:40]=1)[CH2:13][C@H:14]([NH:34][C:35](=[O:37])[CH3:36])[C@H:15]([OH:33])[CH2:16][NH:17][C:18]1([C:24]2[CH:29]=[CH:28][CH:27]=[C:26]([CH:30]([CH3:32])[CH3:31])[CH:25]=2)[CH2:23][CH2:22][CH2:21][CH2:20][CH2:19]1 |f:0.1,6.7|. The product is Cl.OC=1C=C(C[C@@H]([C@@H](CNC2(CCCCC2)C2=CC(=CC=C2)C(C)C)O)NC(C)=O)C=C(C1)F (N-((1S,2R)-1-(3-hydroxy-5-fluorobenzyl)-2-hydroxy-3-{[1-(3-isopropylphenyl)cyclohexyl]amino}propyl)acetamide hydrochloride). Starting materials: CSC=1S\C(\C(N1)=O)=C/C=1C=C2C=CC=NC2=CC1 (2-methylsulfanyl-5-[1-quinolin-6-yl-meth-(Z)-ylidene]-thiazol-4-one), N1=C(C=CC=C1)CN ((pyridin-2-ylmethyl)-amine), CCN(C(C)C)C(C)C (DIEA). The product is N1=C(C=CC=C1)CNC=1S\C(\C(N1)=O)=C/C=1C=C2C=CC=NC2=CC1 (2-[(pyridin-2-ylmethyl)-amino]-5-[1-quinolin-6-yl-meth-(Z)-ylidene]-thiazol-4-one). Reaction SMILES: CS[C:3]1[S:4]/[C:5](=[CH:9]\[C:10]2[CH:11]=[C:12]3[C:17](=[CH:18][CH:19]=2)[N:16]=[CH:15][CH:14]=[CH:13]3)/[C:6](=[O:8])[N:7]=1.[N:20]1[CH:25]=[CH:24][CH:23]=[CH:22][C:21]=1[CH2:26][NH2:27].CCN(C(C)C)C(C)C>>[N:20]1[CH:25]=[CH:24][CH:23]=[CH:22][C:21]=1[CH2:26][NH:27][C:3]1[S:4]/[C:5](=[CH:9]\[C:10]2[CH:11]=[C:12]3[C:17](=[CH:18][CH:19]=2)[N:16]=[CH:15][CH:14]=[CH:13]3)/[C:6](=[O:8])[N:7]=1. Reported procedure: Similar procedure as described in example 1b was used, starting from 2-methylsulfanyl-5-[1-quinolin-6-yl-meth-(Z)-ylidene]-thiazol-4-one, (pyridin-2-ylmethyl)-amine and DIEA to give 2-[(pyridin-2-ylmethyl)-amino]-5-[1-quinolin-6-yl-meth-(Z)-ylidene]-thiazol-4-one. LC-MS m/e 347 (MH+).